Dataset: the Open Reaction Database (ORD), a public repository of structured organic reaction records. Task: describe an organic reaction: reactants, conditions, products, and yield The reactants are Cl (hydrochloric acid), [H-].C(C(C)C)[Al+]CC(C)C (diisobutyl aluminum hydride), CC1=C(N=C(O1)C1=CC=CC=C1)COC=1C=C(C=CC(=O)OCC)C=CC1 (ethyl 3-(5-methyl-2-phenyl-4-oxazolylmethoxy)cinnamate). Solvent: C1(=CC=CC=C1)C (toluene), ClCCl (dichloromethane). Reaction conditions: time 30 minute. Yields the product CC1=C(N=C(O1)C1=CC=CC=C1)COC=1C=C(C=CC1)/C=C/CO ((E)-3-[3-(5-methyl-2-phenyl-4-oxazolylmethoxy)phenyl]-2-propenol). Isolated yield 92.9%. RXN SMILES: [H-].C([Al+]CC(C)C)C(C)C.[CH3:11][C:12]1[O:16][C:15]([C:17]2[CH:22]=[CH:21][CH:20]=[CH:19][CH:18]=2)=[N:14][C:13]=1[CH2:23][O:24][C:25]1[CH:26]=[C:27]([CH:35]=[CH:36][CH:37]=1)[CH:28]=[CH:29][C:30](OCC)=[O:31].Cl>C1(C)C=CC=CC=1.ClCCl>[CH3:11][C:12]1[O:16][C:15]([C:17]2[CH:18]=[CH:19][CH:20]=[CH:21][CH:22]=2)=[N:14][C:13]=1[CH2:23][O:24][C:25]1[CH:26]=[C:27](/[CH:28]=[CH:29]/[CH2:30][OH:31])[CH:35]=[CH:36][CH:37]=1 |f:0.1|. Reported procedure: A solution of diisobutyl aluminum hydride in toluene (1.5M, 51 ml) was added dropwise to a solution of ethyl 3-(5-methyl-2-phenyl-4-oxazolylmethoxy)cinnamate (14.0 g) in dichloromethane (200 ml) at 0° C. After stirring for 30 minutes, 2N hydrochloric acid (150 ml) was added at 0° C., and the mixture was stirred for 1 hour. The dichloromethane layer was separated, washed with saturated brine and dried over magnesium sulfate. Evaporation of the solvent under reduced pressure gave crystals of (E)-3... Starting materials: BrC1=C(C(=CC=C1)C(F)(F)F)CBr (1-bromo-2-(bromomethyl)-3-(trifluoromethyl)benzene), C(=O)(O)[O-].[Na+] (NaHCO3). Yields the product BrC1=C(C(=CC=C1)C(F)(F)F)CO ((2-bromo-6-(trifluoromethyl)phenyl)methanol). Yield: 98.0%. As a reaction SMILES: [Br:1][C:2]1[CH:7]=[CH:6][CH:5]=[C:4]([C:8]([F:11])([F:10])[F:9])[C:3]=1[CH2:12]Br.C([O-])(O)=[O:15].[Na+]>>[Br:1][C:2]1[CH:7]=[CH:6][CH:5]=[C:4]([C:8]([F:11])([F:10])[F:9])[C:3]=1[CH2:12][OH:15] |f:1.2|. Procedure: To 1-bromo-2-(bromomethyl)-3-(trifluoromethyl)benzene (CXXVIII) (7.51 g, 23.62 mmol) was added an aqueous saturated solution of NaHCO3 (400 mL). The reaction mixture was vigorously stirred and refluxed overnight. The reaction mixture consisted of an upper aqueous layer and a bottom oily layer, which solidified in an ice bath. The water layer was decanted and the solid was dissolved in EtOAc, dried over anhydrous MgSO4, filtrated and evaporated to dryness to give (2-bromo-6-(trifluoromethyl)pheny... Reactants: CC(C)(C)[Si](Cl)(c1ccccc1)c1ccccc1, CCOC(=O)CC(O)CC#N, ClCCl, O, c1c[nH]cn1. The product is CCOC(=O)CC(CC#N)O[Si](c1ccccc1)(c1ccccc1)C(C)(C)C. Reaction SMILES: [C:17]([CH3:18])([CH3:19])([CH3:20])[Si:21]([c:22]1[cH:23][cH:24][cH:25][cH:26][cH:27]1)([c:28]1[cH:29][cH:30][cH:31][cH:32][cH:33]1)[Cl:34].[C:6](#[N:7])[CH2:8][CH:9]([CH2:10][C:11](=[O:12])[O:13][CH2:14][CH3:15])[OH:16].[Cl:36][CH2:37][Cl:38].[OH2:35].[nH:1]1[cH:2][cH:3][n:4][cH:5]1>>[C:6](#[N:7])[CH2:8][CH:9]([CH2:10][C:11](=[O:12])[O:13][CH2:14][CH3:15])[O:16][Si:21]([C:17]([CH3:18])([CH3:19])[CH3:20])([c:22]1[cH:23][cH:24][cH:25][cH:26][cH:27]1)[c:28]1[cH:29][cH:30][cH:31][cH:32][cH:33]1. The reactants are CCOC(C)=O, COC(=O)c1cc(Cn2cnnn2)ccc1OC, CCCCCC, [Li+], [OH-]. The product is COc1ccc(Cn2cnnn2)cc1C(=O)O. RXN SMILES: [C:27]([O:28][CH2:29][CH3:30])(=[O:31])[CH3:32].[CH3:1][O:2][c:3]1[c:4]([C:5](=[O:6])[O:7][CH3:8])[cH:9][c:10]([CH2:13][n:14]2[n:15][n:16][n:17][cH:18]2)[cH:11][cH:12]1.[CH3:21][CH2:22][CH2:23][CH2:24][CH2:25][CH3:26].[Li+:19].[OH-:20]>>[CH3:1][O:2][c:3]1[c:4]([C:5](=[O:6])[OH:7])[cH:9][c:10]([CH2:13][n:14]2[n:15][n:16][n:17][cH:18]2)[cH:11][cH:12]1. Starting materials: CC[NH+](CC)CC, COC(=O)C(=Cc1ccccc1)CBr, CC#N, O=C[O-]. Yields the product COC(=O)C(=Cc1ccccc1)COC=O. RXN SMILES: [CH2:4]([NH+:5]([CH2:6][CH3:7])[CH2:8][CH3:9])[CH3:10].[CH3:11][O:12][C:13]([C:14](=[CH:15][c:16]1[cH:17][cH:18][cH:19][cH:20][cH:21]1)[CH2:22][Br:23])=[O:24].[CH3:25][C:26]#[N:27].[CH:1](=[O:2])[O-:3]>>[CH:1](=[O:2])[O:3][CH2:22][C:14]([C:13]([O:12][CH3:11])=[O:24])=[CH:15][c:16]1[cH:17][cH:18][cH:19][cH:20][cH:21]1. Reactants: CCCN1CCC=C(c2ccc(OC)c([N+](=O)[O-])c2)C1, CCO, Cl. Product: CCCN1CCC=C(c2ccc(OC)c(N)c2)C1. Reaction SMILES: [CH3:1][O:2][c:3]1[c:4]([N+:18]([O-:19])=[O:20])[cH:5][c:6]([C:9]2=[CH:10][CH2:11][CH2:12][N:13]([CH2:15][CH2:16][CH3:17])[CH2:14]2)[cH:7][cH:8]1.[CH3:22][CH2:23][OH:24].[ClH:21]>>[CH3:1][O:2][c:3]1[c:4]([NH2:18])[cH:5][c:6]([C:9]2=[CH:10][CH2:11][CH2:12][N:13]([CH2:15][CH2:16][CH3:17])[CH2:14]2)[cH:7][cH:8]1.